From a dataset of the Open Reaction Database (ORD), a public repository of structured organic reaction records. describe an organic reaction: reactants, conditions, products, and yield Starting materials: O (water), OC=1C=C(C=CC1)CC#N (3-Hydroxyphenylacetonitrile), C([O-])([O-])=O.[K+].[K+] (potassium carbonate), C(C1=CC=CC=C1)Br (benzyl bromide). Solvent: CN(C)C=O (DMF). Run at temperature 90 celsius. The product is C(C1=CC=CC=C1)OC=1C=C(C=CC1)CC#N ((3-benzyloxyphenyl)acetonitrile). Isolated yield 86.6%. Reaction SMILES: [OH:1][C:2]1[CH:3]=[C:4]([CH2:8][C:9]#[N:10])[CH:5]=[CH:6][CH:7]=1.[CH2:11](Br)[C:12]1[CH:17]=[CH:16][CH:15]=[CH:14][CH:13]=1.C(=O)([O-])[O-].[K+].[K+].O>CN(C=O)C>[CH2:11]([O:1][C:2]1[CH:3]=[C:4]([CH2:8][C:9]#[N:10])[CH:5]=[CH:6][CH:7]=1)[C:12]1[CH:17]=[CH:16][CH:15]=[CH:14][CH:13]=1 |f:2.3.4|. Reported procedure: 3-Hydroxyphenylacetonitrile (834 mg, 6.26 mmol) was dissolved in DMF (10 ml), and to this solution were successively added benzyl bromide (0.82 ml, 6.89 mmol, 1.1 eq) and anhydrous potassium carbonate (1.30 g, 9.40 mmol, 1.5 eq). The mixture was stirred under heating at 90° C. for 1.5 hours. This reaction mixture was cooled to room temperature, and water (20 ml) was added. The mixture was extracted twice with ethyl acetate (40 ml). The organic layers were combined, washed with saturated brine (8... The reactants are C1(CCCCC1)[C@@H](C1=C(C=C(C=C1)C(F)(F)F)CO)OC ((S)-[2-(cyclohexyl-methoxy-methyl)-5-trifluoromethyl-phenyl]-methanol), C(Br)(Br)(Br)Br (carbon tetrabromide), C1(=CC=CC=C1)P(C1=CC=CC=C1)C1=CC=CC=C1 (triphenylphosphine). Solvent: C(Cl)Cl (methylene chloride). Reaction conditions: time 10 minute. The product is BrCC1=C(C=CC(=C1)C(F)(F)F)[C@@H](OC)C1CCCCC1 ((S)-2-bromomethyl-1-(cyclohexyl-methoxy-methyl)-4-trifluoromethyl-benzene). The yield is 61.6%. RXN SMILES: [CH:1]1([C@H:7]([O:20][CH3:21])[C:8]2[CH:13]=[CH:12][C:11]([C:14]([F:17])([F:16])[F:15])=[CH:10][C:9]=2[CH2:18]O)[CH2:6][CH2:5][CH2:4][CH2:3][CH2:2]1.C(Br)(Br)(Br)[Br:23].C1(P(C2C=CC=CC=2)C2C=CC=CC=2)C=CC=CC=1>C(Cl)Cl>[Br:23][CH2:18][C:9]1[CH:10]=[C:11]([C:14]([F:17])([F:16])[F:15])[CH:12]=[CH:13][C:8]=1[C@H:7]([CH:1]1[CH2:6][CH2:5][CH2:4][CH2:3][CH2:2]1)[O:20][CH3:21]. Reported procedure: To a solution of (S)-[2-(cyclohexyl-methoxy-methyl)-5-trifluoromethyl-phenyl]-methanol (340 mg, 1.2 mmol) in methylene chloride (10 mL) at 0° C. was added carbon tetrabromide (485 mg, 1.46 mmol) and stirred for 10 minutes followed by addition of triphenylphosphine (383 mg, 1.46 mmol). Reaction was stirred at 0° C. for 1 hour and allowed to warm to room temperature and stirred for 16 hours. Reaction was concentrated in vacuo and purified on 25+S Biotage column eluting with 0-20% ethyl acetate in ...